Dataset: the Open Reaction Database (ORD), a public repository of structured organic reaction records. Task: describe an organic reaction: reactants, conditions, products, and yield The product is COc1cc(C=O)cc(F)c1OC. The reactants are COc1cc(C=O)cc(F)c1O, CI, CN(C)C=O. Reaction SMILES: [F:1][c:2]1[c:3]([OH:12])[c:4]([O:10][CH3:11])[cH:5][c:6]([CH:7]=[O:8])[cH:9]1.[I:13][CH3:14].[O:15]=[CH:16][N:17]([CH3:18])[CH3:19]>>[F:1][c:2]1[c:3]([O:12][CH3:14])[c:4]([O:10][CH3:11])[cH:5][c:6]([CH:7]=[O:8])[cH:9]1. The reactants are OC1CN2C(C(CCCCCC=CC3CC3(NC(C2C1)=O)C(=O)NS(=O)(=O)C1CC1)NC(=O)OC(C)(C)C)=O (18-hydroxy-14-tert-butoxycarbonylamino-4-cyclopropylsulfonylaminocarbonyl-2,15-dioxo-3,16-diazatricyclo[14.3.0.04,6]-nonadec-7-ene), C1=C(C=CC2=CC=CC=C12)C(=O)Cl (2-naphthoyl chloride). Yields the product C1=C(C=CC2=CC=CC=C12)C(=O)OC1CN2C(C(CCCCCC=CC3CC3(NC(C2C1)=O)C(=O)NS(=O)(=O)C1CC1)NC(=O)OC(C)(C)C)=O (18-(2-naphthoyloxy)-14-tert-butoxycarbonylamino-4-cyclopropylsulfonylaminocarbonyl-2,15-dioxo-3,16-diazatricyclo-[14.3.0.04,6]-nonadec-7-ene). The yield is 26.1%. Reaction SMILES: [OH:1][CH:2]1[CH2:20][CH:19]2[N:4]([C:5](=[O:39])[CH:6]([NH:31][C:32]([O:34][C:35]([CH3:38])([CH3:37])[CH3:36])=[O:33])[CH2:7][CH2:8][CH2:9][CH2:10][CH2:11][CH:12]=[CH:13][CH:14]3[C:16]([C:22]([NH:24][S:25]([CH:28]4[CH2:30][CH2:29]4)(=[O:27])=[O:26])=[O:23])([NH:17][C:18]2=[O:21])[CH2:15]3)[CH2:3]1.[CH:40]1[C:49]2[C:44](=[CH:45][CH:46]=[CH:47][CH:48]=2)[CH:43]=[CH:42][C:41]=1[C:50](Cl)=[O:51]>>[CH:40]1[C:49]2[C:44](=[CH:45][CH:46]=[CH:47][CH:48]=2)[CH:43]=[CH:42][C:41]=1[C:50]([O:1][CH:2]1[CH2:20][CH:19]2[N:4]([C:5](=[O:39])[CH:6]([NH:31][C:32]([O:34][C:35]([CH3:36])([CH3:38])[CH3:37])=[O:33])[CH2:7][CH2:8][CH2:9][CH2:10][CH2:11][CH:12]=[CH:13][CH:14]3[C:16]([C:22]([NH:24][S:25]([CH:28]4[CH2:30][CH2:29]4)(=[O:27])=[O:26])=[O:23])([NH:17][C:18]2=[O:21])[CH2:15]3)[CH2:3]1)=[O:51]. Reported procedure: Prepared by way of method I using 18-hydroxy-14-tert-butoxycarbonylamino-4-cyclopropylsulfonylaminocarbonyl-2,15-dioxo-3,16-diazatricyclo[14.3.0.04,6]-nonadec-7-ene (100 mg, 0.175 mmol) and 2-naphthoyl chloride (66 mg, 0.35 mmol). The final trituration (diethyl ether/hexane) and filtration gave 33 mg (26%) of 18-(2-naphthoyloxy)-14-tert-butoxycarbonylamino-4-cyclopropylsulfonylaminocarbonyl-2,15-dioxo-3,16-diazatricyclo-[14.3.0.04,6]-nonadec-7-ene as a white powder: 98.5% pure (HPLC), MS m/z 721...